This data is from the Open Reaction Database (ORD), a public repository of structured organic reaction records. The task is: describe an organic reaction: reactants, conditions, products, and yield The reactants are C1(=CC=CC2=CC=CC=C12)C(=O)Cl (naphthoyl chloride), C(CCCC)OC1=C2C=CC(=CC2=CC=C1)OC(C)=O (acetic acid 5-pentyloxynaphthalen-2-yl ester), C1(=CC=CC2=CC=CC=C12)C(=O)C=1C=CC(=C2C=CC(=CC12)OC(C)=O)OCCCCC (Acetic acid 8-(naphthalene-1-carbonyl)-5-pentyloxynaphthalen-2-yl ester), [Cl-].[Al+3].[Cl-].[Cl-] (aluminium chloride). Run in C(Cl)Cl (DCM), C(Cl)Cl (DCM), C(Cl)Cl (DCM). Reaction conditions: time 15 minute. The product is desired product, C1(=CC=CC2=CC=CC=C12)C(=O)C=1C=CC(=C2C=CC(=CC12)OC(=O)C1=CC=CC2=CC=CC=C12)OCCCCC (naphthalene-1-carboxylic acid 8-(naphthalene-1-carbonyl)-5-pentyloxynaphthalen-2-yl ester). Isolated yield 68.0%. Reaction SMILES: [C:1]1([C:11]([C:13]2[CH:14]=[CH:15][C:16]([O:27][CH2:28][CH2:29][CH2:30][CH2:31][CH3:32])=[C:17]3[C:22]=2[CH:21]=[C:20]([O:23][C:24](=[O:26])[CH3:25])[CH:19]=[CH:18]3)=[O:12])[C:10]2[C:5](=[CH:6][CH:7]=[CH:8][CH:9]=2)[CH:4]=[CH:3][CH:2]=1.[Cl-].[Al+3].[Cl-].[Cl-].[C:37]1(C(Cl)=O)[C:46]2[C:41](=[CH:42][CH:43]=[CH:44]C=2)[CH:40]=[CH:39][CH:38]=1.C(OC1C=CC=C2C=1C=CC(OC(=O)C)=C2)CCCC>C(Cl)Cl>[C:1]1([C:11]([C:13]2[CH:14]=[CH:15][C:16]([O:27][CH2:28][CH2:29][CH2:30][CH2:31][CH3:32])=[C:17]3[C:22]=2[CH:21]=[C:20]([O:23][C:24]([C:25]2[C:46]4[C:41](=[CH:40][CH:39]=[CH:38][CH:37]=4)[CH:42]=[CH:43][CH:44]=2)=[O:26])[CH:19]=[CH:18]3)=[O:12])[C:10]2[C:5](=[CH:6][CH:7]=[CH:8][CH:9]=2)[CH:4]=[CH:3][CH:2]=1 |f:1.2.3.4|. Procedure details: Acetic acid 8-(naphthalene-1-carbonyl)-5-pentyloxynaphthalen-2-yl ester: To a stirred suspension of anhydrous aluminium chloride (4.42 g, 33.09 mmol) in anhydrous DCM (290 mL) at 0° C. under nitrogen is added dropwise a solution of naphthoyl chloride (3.7 mL, 24.8 mmol) in anhydrous DCM (35 mL). After 15 min, a solution of acetic acid 5-pentyloxynaphthalen-2-yl ester (4.5 g, 16.54 mmol) in anhydrous DCM (70 mL) is added, and the reaction mixture is allowed to warm to room temperature and stir fo... The reactants are C(C=C)C1C(CC(C(C(OC(C2CCCCN2C(C(C2(C(CC(C(C(CC(CC(=C1)C)C)OC)O2)OC)C)O)=O)=O)=O)C(=CC2CC(C(CC2)O)OC)C)C)O)=O (17-allyl-1,14-di-hydroxy-12-[2-(4-hydroxy-3-methoxy-cyclohexyl)-1-methyl-vinyl]-23,25-dimethoxy-13,19,21,27-tetramethyl-11,28-dioxa-4-aza-tricyclo[22.3.1.04,9] octacos-18-ene-2,3,10,16-tetraone), Cl.CN(CCCN=C=NCC)C (1-[3-(dimethylamino)propyl]-3-ethylcarbodiimide hydrochloride), solution, F (hydrogen fluoride), solution, C(C)(C)(C)[Si](OC(CCCCCCC(=O)O)=O)(C1=CC=CC=C1)C1=CC=CC=C1 (O-mono(tert-butyl-diphenyl-silanyl)octanedioic acid). The reagents and catalysts are CN(C1=CC=NC=C1)C (4-dimethylaminopyridine). The solvent is ClCCl (dichloromethane), ClCCl (dichloromethane), C1=CC=CC=C1 (benzene), C(C)#N (acetonitrile), ClCCl (dichloromethane). Conditions: time 1.5 hour. The product is C(C=C)C1C(CC(C(C(OC(C2CCCCN2C(C(C2(C(CC(C(C(CC(CC(=C1)C)C)OC)O2)OC)C)O)=O)=O)=O)C(=CC2CC(C(CC2)OC(CCCCCCC(=O)O)=O)OC)C)C)O)=O (17-allyl-1,14-di-hydroxy-12-{2-[4-(7-carboxy-heptanoyl-oxy)-3-methoxy-cyclohexyl]-1-methyl-vinyl}-23,25-dimethoxy-13,19,21,27-tetramethyl-11,28-dioxa-4-aza-tricyclo[22.3.1.04,9] octacos-18-ene-2,3,10,16-tetraone). Reaction SMILES: [CH2:1]([CH:4]1[CH:30]=[C:29]([CH3:31])[CH2:28][CH:27]([CH3:32])[CH2:26][CH:25]([O:33][CH3:34])[CH:24]2[O:35][C:20]([OH:39])([CH:21]([CH3:38])[CH2:22][CH:23]2[O:36][CH3:37])[C:19](=[O:40])[C:18](=[O:41])[N:17]2[CH:12]([CH2:13][CH2:14][CH2:15][CH2:16]2)[C:11](=[O:42])[O:10][CH:9]([C:43]([CH3:54])=[CH:44][CH:45]2[CH2:50][CH2:49][CH:48]([OH:51])[CH:47]([O:52][CH3:53])[CH2:46]2)[CH:8]([CH3:55])[CH:7]([OH:56])[CH2:6][C:5]1=[O:57])[CH:2]=[CH2:3].C([Si](C1C=CC=CC=1)(C1C=CC=CC=1)[O:63][C:64](=[O:74])[CH2:65][CH2:66][CH2:67][CH2:68][CH2:69][CH2:70][C:71](O)=[O:72])(C)(C)C.Cl.CN(C)CCCN=C=NCC.F>ClCCl.CN(C)C1C=CN=CC=1.C(#N)C.C1C=CC=CC=1>[CH2:1]([CH:4]1[CH:30]=[C:29]([CH3:31])[CH2:28][CH:27]([CH3:32])[CH2:26][CH:25]([O:33][CH3:34])[CH:24]2[O:35][C:20]([OH:39])([CH:21]([CH3:38])[CH2:22][CH:23]2[O:36][CH3:37])[C:19](=[O:40])[C:18](=[O:41])[N:17]2[CH:12]([CH2:13][CH2:14][CH2:15][CH2:16]2)[C:11](=[O:42])[O:10][CH:9]([C:43]([CH3:54])=[CH:44][CH:45]2[CH2:50][CH2:49][CH:48]([O:51][C:71](=[O:72])[CH2:70][CH2:69][CH2:68][CH2:67][CH2:66][CH2:65][C:64]([OH:74])=[O:63])[CH:47]([O:52][CH3:53])[CH2:46]2)[CH:8]([CH3:55])[CH:7]([OH:56])[CH2:6][C:5]1=[O:57])[CH:2]=[CH2:3] |f:2.3|. Reported procedure: 17-allyl-1,14-di-hydroxy-12-[2-(4-hydroxy-3-methoxy-cyclohexyl)-1-methyl-vinyl]-23,25-dimethoxy-13,19,21,27-tetramethyl-11,28-dioxa-4-aza-tricyclo[22.3.1.04,9] octacos-18-ene-2,3,10,16-tetraone (FK-506, 1, 3.3 mg, 4.10 μmol) was twice boiled together with benzene, and dissolved in dichloromethane (39 μl), and 16.2 μl (4.09 μmol) of a solution of O-mono(tert-butyl-diphenyl-silanyl)octanedioic acid in dichloromethane (100 mg/ml) was added. After this was dissolved by the addition of 1-[3-(dimethyl...